Dataset: the Open Reaction Database (ORD), a public repository of structured organic reaction records. Task: describe an organic reaction: reactants, conditions, products, and yield Reactants: CN1C(CC2=CC=CC=C12)CO (1-methylindolin-2-ylmethanol), N(=NC(=O)N1CCCCC1)C(=O)N1CCCCC1 (1,1'-(azodicarbonyl)dipiperidine), OC1=CC=C(CC2C(N(C(S2)=O)C(C2=CC=CC=C2)(C2=CC=CC=C2)C2=CC=CC=C2)=O)C=C1 (5-(4-hydroxybenzyl)-3-triphenylmethylthiazolidine-2,4-dione), C(CCC)P(CCCC)CCCC (tributylphosphine). The solvent is C1=CC=CC=C1 (benzene). Yields the product CN1C(CC2=CC=CC=C12)COC1=CC=C(CC2C(N(C(S2)=O)C(C2=CC=CC=C2)(C2=CC=CC=C2)C2=CC=CC=C2)=O)C=C1 (5-[4-(1-Methylindolin-2-ylmethoxy)benzyl]-3-triphenylmethylthiazolidine-2,4-dione). Isolated yield 70.7%. Reaction SMILES: [CH3:1][N:2]1[C:10]2[C:5](=[CH:6][CH:7]=[CH:8][CH:9]=2)[CH2:4][CH:3]1[CH2:11][OH:12].O[C:14]1[CH:46]=[CH:45][C:17]([CH2:18][CH:19]2[S:23][C:22](=[O:24])[N:21]([C:25]([C:38]3[CH:43]=[CH:42][CH:41]=[CH:40][CH:39]=3)([C:32]3[CH:37]=[CH:36][CH:35]=[CH:34][CH:33]=3)[C:26]3[CH:31]=[CH:30][CH:29]=[CH:28][CH:27]=3)[C:20]2=[O:44])=[CH:16][CH:15]=1.C(P(CCCC)CCCC)CCC.N(C(N1CCCCC1)=O)=NC(N1CCCCC1)=O>C1C=CC=CC=1>[CH3:1][N:2]1[C:10]2[C:5](=[CH:6][CH:7]=[CH:8][CH:9]=2)[CH2:4][CH:3]1[CH2:11][O:12][C:14]1[CH:46]=[CH:45][C:17]([CH2:18][CH:19]2[S:23][C:22](=[O:24])[N:21]([C:25]([C:38]3[CH:43]=[CH:42][CH:41]=[CH:40][CH:39]=3)([C:32]3[CH:33]=[CH:34][CH:35]=[CH:36][CH:37]=3)[C:26]3[CH:31]=[CH:30][CH:29]=[CH:28][CH:27]=3)[C:20]2=[O:44])=[CH:16][CH:15]=1. Procedure details: A procedure similar to that described in Preparation 4 was repeated, except that 2.0 g of 1-methylindolin-2-ylmethanol (prepared as described in Preparation 6), 4.73 g of 5-(4-hydroxybenzyl)-3-triphenylmethylthiazolidine-2,4-dione, 2.53 ml of tributylphosphine, 2.57 g of 1,1'-(azodicarbonyl)dipiperidine and 55 ml of benzene were used, to give 4.39 g of the title compound, melting at 62.5-65.5° C. The reactants are C(=O)C1=CC(=CC=2OC3=C(C21)C=CC=C3)[Sn](C)(C)C (1-Formyl-3-(trimethylstannyl)dibenzofuran), [Mn](=O)(=O)(=O)[O-].C(CCC)[N+](CCCC)(CCCC)CCCC (tetra-n-butylammonium permanganate), CCOCC (ether), S(=O)(=O)([O-])[O-].[Na+].[Na+] (sodium sulfate). As a reaction SMILES: [Mn]([O-])(=O)(=O)=O.C([N+](CCCC)(CCCC)CCCC)CCC.[CH:23]([C:25]1[C:33]2[C:32]3[CH:34]=[CH:35][CH:36]=[CH:37][C:31]=3[O:30][C:29]=2[CH:28]=[C:27]([Sn:38]([CH3:41])([CH3:40])[CH3:39])[CH:26]=1)=[O:24].S([O-])([O-])(=O)=[O:43].[Na+].[Na+].CCOCC>N1C=CC=CC=1>[C:23]([C:25]1[C:33]2[C:32]3[CH:34]=[CH:35][CH:36]=[CH:37][C:31]=3[O:30][C:29]=2[CH:28]=[C:27]([Sn:38]([CH3:41])([CH3:40])[CH3:39])[CH:26]=1)([OH:43])=[O:24] |f:0.1,3.4.5|. Product: C(=O)(O)C1=CC(=CC=2OC3=C(C21)C=CC=C3)[Sn](C)(C)C (1-Carboxy-3-(trimethylstannyl)dibenzofuran). Solvent: N1=CC=CC=C1 (pyridine), N1=CC=CC=C1 (pyridine). Reaction conditions: time 30 minute. Procedure: A solution of tetra-n-butylammonium permanganate (5.1 g, 14.0 mmol) in anhydrous pyridine (35 mL) was transferred via cannula needle into a solution of the stannane 305 (5.0 g, 14.0 mmol) in anhydrous pyridine (35 mL) at 0° C. under a nitrogen atmosphere. The reaction was stirred for 30 min., then saturated aqueous sodium sulfate (50 mL) was added to quench the reaction. The mixture was then poured into ether and the layers separated. The organic layer was washed with 2N aqueous HCl (6 times wit... The yield is 92.0%. The reactants are COC1=CC=C(C=C1)B(O)O (4-Methoxy-phenylboronic acid), C([O-])([O-])=O.[K+].[K+] (potassium carbonate), ClC1=NC(=NC(=C1)Cl)C (4,6-dichloro-2-methylpyrimidine), O (water). The reagents and catalysts are [Pd] (palladium). Solvent: C(C)O (ethanol), O1CCOCC1 (dioxane). Product: COC1=CC=C(C=C1)C1=NC(=NC(=C1)C1=CC=C(C=C1)OC)C (4,6-bis-(4-methoxy-phenyl)-2-methyl-pyrimidine). As a reaction SMILES: Cl[C:2]1[CH:7]=[C:6](Cl)[N:5]=[C:4]([CH3:9])[N:3]=1.[CH3:10][O:11][C:12]1[CH:17]=[CH:16][C:15](B(O)O)=[CH:14][CH:13]=1.O.[C:22](=[O:25])([O-])[O-].[K+].[K+]>O1CCOCC1.[Pd].C(O)C>[CH3:10][O:11][C:12]1[CH:17]=[CH:16][C:15]([C:2]2[CH:7]=[C:6]([C:12]3[CH:17]=[CH:16][C:15]([O:25][CH3:22])=[CH:14][CH:13]=3)[N:5]=[C:4]([CH3:9])[N:3]=2)=[CH:14][CH:13]=1 |f:3.4.5|. Reported procedure: The 4,6-dichloro-2-methylpyrimidine 22 (0.10 g, 0.6 mmol) is dissolved in dioxane (1 mL). 4-Methoxy-phenylboronic acid (0.32 g, 2.1 mmol) is added, followed by water (0.01 mL), ethanol (0.01 mL), potassium carbonate (0.40 g, 2.9 mmol), and tetrakistriphenyl-phosphino)palladium (0.13 g, 0.11 mmol). The mixture is stirred under nitrogen and subjected to microwave (170° C. for 5 min). The resulting orange suspension is filtered, the solids are washed with more dioxane, and the resulting solution is... The reactants are BrC1=CC=C(C=C1)C(C1=CC=C(C=C1)O)=C1CCCCCCC1 (4-[(4-bromophenyl)(cyclooctylidene)methyl]phenol), CC1=NOC(=C1B(O)O)C ((3,5-dimethyl-4-isoxazolyl)boronic acid), C(=O)([O-])[O-].[Na+].[Na+] (Na2CO3). Reagents/catalysts: Cl[Pd]([P](C1=CC=CC=C1)(C2=CC=CC=C2)C3=CC=CC=C3)([P](C4=CC=CC=C4)(C5=CC=CC=C5)C6=CC=CC=C6)Cl (PdCl2(PPh3)2). Solvent: C1CCOC1.O (THF H2O). Yields the product C1(CCCCCC1)=C(C1=CC=C(C=C1)O)C1=CC=C(C=C1)C=1C(=NOC1C)C (4-{cycloheptylidene[4-(3,5-dimethyl-4-isoxazolyl)phenyl]methyl}phenol). Yield: 114.7%. As a reaction SMILES: Br[C:2]1[CH:7]=[CH:6][C:5]([C:8](=[C:16]2[CH2:23][CH2:22][CH2:21]CC[CH2:18][CH2:17]2)[C:9]2[CH:14]=[CH:13][C:12]([OH:15])=[CH:11][CH:10]=2)=[CH:4][CH:3]=1.[CH3:24][C:25]1[C:29](B(O)O)=[C:28]([CH3:33])[O:27][N:26]=1.[C:34]([O-])([O-])=O.[Na+].[Na+]>Cl[Pd](Cl)([P](C1C=CC=CC=1)(C1C=CC=CC=1)C1C=CC=CC=1)[P](C1C=CC=CC=1)(C1C=CC=CC=1)C1C=CC=CC=1.C1COCC1.O>[C:5]1(=[C:8]([C:16]2[CH:23]=[CH:22][C:21]([C:29]3[C:25]([CH3:24])=[N:26][O:27][C:28]=3[CH3:33])=[CH:18][CH:17]=2)[C:9]2[CH:10]=[CH:11][C:12]([OH:15])=[CH:13][CH:14]=2)[CH2:6][CH2:7][CH2:2][CH2:3][CH2:34][CH2:4]1 |f:2.3.4,6.7,^1:42,61|. Reported procedure: The procedure described for 202 was followed. A round-bottomed flask was charged with 4-[(4-bromophenyl)(cycloheptylidene)methyl]phenol (9) (0.100 g, 0.28 mmol), PdCl2(PPh3)2, (0.020 g, 0.028 mmol), (3,5-dimethyl-4-isoxazolyl)boronic acid (0.079 g, 0.56 mmol), Na2CO3 (0.060 g, 0.56 mmol), and THF/H2O (5 mL, 4:1). The reaction mixture was refluxed for 10 h. Standard workup and purification by flash silica gel chromatography provided 0.120 g (78%) of the title compound 206 as an off-white solid. 1... The reactants are pentafluorophenyl ester, COC=1C=C(C=CC1NC(=O)NC1=C(C=CC=C1)F)CC(=O)O (3-methoxy-4-[N′-(2-fluorophenyl)ureido]phenylacetic acid), COC=1C=C(C(=O)OCC)C=CC1OCCNCC (ethyl 3-methoxy-4-(2-ethylaminoethoxy)benzoate). Run in CCOC(=O)C (EtOAc). Run at time 8 hour. Yields the product COC=1C=C(C(=O)OCC)C=CC1OCCNCCC(CC1=CC(=C(C=C1)NC(=O)NC1=C(C=CC=C1)F)OC)=O (ethyl 3-methoxy-4-[2-[3-methoxy-4-[N′-(2-fluorophenyl)ureido]phenylacetyl]ethylaminoethoxy]benzoate). Yield: 100.7%. RXN SMILES: [CH3:1][O:2][C:3]1[CH:4]=[C:5]([CH2:20][C:21]([OH:23])=O)[CH:6]=[CH:7][C:8]=1[NH:9][C:10]([NH:12][C:13]1[CH:18]=[CH:17][CH:16]=[CH:15][C:14]=1[F:19])=[O:11].[CH3:24][O:25][C:26]1[CH:27]=[C:28]([CH:34]=[CH:35][C:36]=1[O:37][CH2:38][CH2:39][NH:40][CH2:41][CH3:42])[C:29]([O:31][CH2:32][CH3:33])=[O:30]>CCOC(C)=O>[CH3:24][O:25][C:26]1[CH:27]=[C:28]([CH:34]=[CH:35][C:36]=1[O:37][CH2:38][CH2:39][NH:40][CH2:41][CH2:42][C:21](=[O:23])[CH2:20][C:5]1[CH:6]=[CH:7][C:8]([NH:9][C:10]([NH:12][C:13]2[CH:18]=[CH:17][CH:16]=[CH:15][C:14]=2[F:19])=[O:11])=[C:3]([O:2][CH3:1])[CH:4]=1)[C:29]([O:31][CH2:32][CH3:33])=[O:30]. Procedure details: To a stirred solution of pentafluorophenyl ester of 3-methoxy-4-[N′-(2-fluorophenyl)ureido]phenylacetic acid (135 mg, 0.28 mmol) and ethyl 3-methoxy-4-(2-ethylaminoethoxy)benzoate (78 mg, 0.29 mmol) was added Et3 N (0.1 mL, 0.72 mmol), and the resulting mixture was stirred overnight. The mixture was diluted with EtOAc, washed successively with 0.5 N HCl, brine, dried over Na2SO4, and evaporated. The residue was purified by column chromatography on silica-gel with CHCl3-MeOH (50:1, v/v) as eluent...